Dataset: the Open Reaction Database (ORD), a public repository of structured organic reaction records. Task: describe an organic reaction: reactants, conditions, products, and yield Starting materials: BrCCCOC1=CC=C(C=C1)CC(=O)OC (Methyl 4-(3-bromopropoxy)phenylacetate), O(C1=CC=CC=C1)C1=CC(=C(C=C1)O)CCC (4-phenoxy-2-propylphenol), C([O-])([O-])=O.[Cs+].[Cs+] (cesium carbonate). The solvent is CN(C)C=O (DMF). Product: C(CC)C1=C(OCCCOC2=CC=C(C=C2)CC(=O)OC)C=CC(=C1)OC1=CC=CC=C1 (Methyl 4-(3-(2-propyl-4-phenoxy-phenoxy)propoxy)phenylacetate). Reaction SMILES: Br[CH2:2][CH2:3][CH2:4][O:5][C:6]1[CH:11]=[CH:10][C:9]([CH2:12][C:13]([O:15][CH3:16])=[O:14])=[CH:8][CH:7]=1.[O:17]([C:24]1[CH:29]=[CH:28][C:27]([OH:30])=[C:26]([CH2:31][CH2:32][CH3:33])[CH:25]=1)[C:18]1[CH:23]=[CH:22][CH:21]=[CH:20][CH:19]=1.C(=O)([O-])[O-].[Cs+].[Cs+]>CN(C=O)C>[CH2:31]([C:26]1[CH:25]=[C:24]([O:17][C:18]2[CH:23]=[CH:22][CH:21]=[CH:20][CH:19]=2)[CH:29]=[CH:28][C:27]=1[O:30][CH2:2][CH2:3][CH2:4][O:5][C:6]1[CH:11]=[CH:10][C:9]([CH2:12][C:13]([O:15][CH3:16])=[O:14])=[CH:8][CH:7]=1)[CH2:32][CH3:33] |f:2.3.4|. Reported procedure: A solution of the product from Step A (11.0 g, 38.58 mmol), 4-phenoxy-2-propylphenol (PCT Application WO97/28115; 8.0 g, 35.07 mmol) and cesium carbonate (12.0 g, 36.82 mmol) in DMF (80 mL) was stirred at 40° C. overnight. The reaction mixture was partitioned between ethyl acetate and 0.2N HCl. The organic layer was washed twice with water, then dried over sodium sulfate. The organic layer was filtered and evaporated to an oil which was chromatographed over silica gel with 10% of ethyl acetate i... Reactants: C1CCOC1, CN, CSc1ncc2cc(-c3ccc(F)c(NC(=O)Nc4ccc(Cl)c(C(F)(F)F)c4)c3)c(=O)n(C)c2n1. Product: CNc1ncc2cc(-c3ccc(F)c(NC(=O)Nc4ccc(Cl)c(C(F)(F)F)c4)c3)c(=O)n(C)c2n1. RXN SMILES: [CH2:39]1[O:40][CH2:41][CH2:42][CH2:43]1.[CH3:37][NH2:38].[Cl:1][c:2]1[c:3]([C:33]([F:34])([F:35])[F:36])[cH:4][c:5]([NH:8][C:9](=[O:10])[NH:11][c:12]2[c:13]([F:32])[cH:14][cH:15][c:16](-[c:18]3[cH:19][c:20]4[c:21]([n:22][c:23]([S:26][CH3:27])[n:24][cH:25]4)[n:28]([CH3:31])[c:29]3=[O:30])[cH:17]2)[cH:6][cH:7]1>>[Cl:1][c:2]1[c:3]([C:33]([F:34])([F:35])[F:36])[cH:4][c:5]([NH:8][C:9](=[O:10])[NH:11][c:12]2[c:13]([F:32])[cH:14][cH:15][c:16](-[c:18]3[cH:19][c:20]4[c:21]([n:22][c:23]([NH:38][CH3:37])[n:24][cH:25]4)[n:28]([CH3:31])[c:29]3=[O:30])[cH:17]2)[cH:6][cH:7]1. The reactants are [OH-].[Li+] (Lithium hydroxide), CC=1C=C(C(=O)OC)C=CC1N1CCCCC1 (methyl 3-methyl-4-piperidin-1-ylbenzoate). Solvent: C1CCOC1 (THF), O (water). Run at temperature 50 celsius, time 12 hour. Yields the product CC=1C=C(C(=O)O)C=CC1N1CCCCC1 (3-Methyl-4-piperidin-1-ylbenzoic acid). Isolated yield 88.6%. Reaction SMILES: [OH-].[Li+].[CH3:3][C:4]1[CH:5]=[C:6]([CH:11]=[CH:12][C:13]=1[N:14]1[CH2:19][CH2:18][CH2:17][CH2:16][CH2:15]1)[C:7]([O:9]C)=[O:8]>C1COCC1.O>[CH3:3][C:4]1[CH:5]=[C:6]([CH:11]=[CH:12][C:13]=1[N:14]1[CH2:19][CH2:18][CH2:17][CH2:16][CH2:15]1)[C:7]([OH:9])=[O:8] |f:0.1|. Reported procedure: Lithium hydroxide (2.5 g; 103 mmol; 5 eq.) was added to a solution of methyl 3-methyl-4-piperidin-1-ylbenzoate (4.8 g; 20.6 mmol; 1 eq.) in THF (100 mL) and water (5 mL) and the reaction mixture was stirred at 50° C. for 12 hours. The solvent was removed in vacuo, the residue diluted with water and the aqueous layer washed with DCM (2×50 mL). The aqueous layer was acidified to pH 4 with conc. HCl and extracted with ethyl acetate (2×100 mL). The combined organic layer was washed with brine, dried...